Dataset: the Open Reaction Database (ORD), a public repository of structured organic reaction records. Task: describe an organic reaction: reactants, conditions, products, and yield Reactants: C([O-])([O-])=O.[K+].[K+] (potassium carbonate), ICC (iodoethane), NC1=C(N=CN1)C#N (5-amino-1H-imidazole-4-carbonitrile). The solvent is O1CCCC1.CN(C=O)C (tetrahydrofuran N,N-dimethylformamide). Run at time 60 hour. Product: NC1=C(N=CN1CC)C#N (5-Amino-1-ethyl-1H-imidazole-4-carbonitrile). Reaction SMILES: [NH2:1][C:2]1[NH:6][CH:5]=[N:4][C:3]=1[C:7]#[N:8].C(=O)([O-])[O-].[K+].[K+].I[CH2:16][CH3:17]>O1CCCC1.CN(C)C=O>[NH2:1][C:2]1[N:6]([CH2:16][CH3:17])[CH:5]=[N:4][C:3]=1[C:7]#[N:8] |f:1.2.3,5.6|. Procedure: To a solution/suspension of 5-amino-1H-imidazole-4-carbonitrile (2.16 g) in tetrahydrofuran/N,N-dimethylformamide under an atmosphere of nitrogen was added potassium carbonate (3.3 g) and iodoethane (1.9 mL). The reaction mixture was stirred at room temperature for 60 hours, filtered and the solvent removed in vacuo. Purification by column chromatography on silica eluting with 2-5% methanol in dichloromethane afforded the title compound as an off-white solid (0.60 g). Reactants: C#C[Si](C)(C)C, CCCC[N+](CCCC)(CCCC)CCCC, CCOC(C)=O, CO, [Cu]I, [F-], CC(C)(O)CON=Cc1cc(C(=O)NOCCO)c(Nc2ccc(I)cc2F)c(F)c1F. Yields the product C#Cc1ccc(Nc2c(C(=O)NOCCO)cc(C=NOCC(C)(C)O)c(F)c2F)c(F)c1. Reaction SMILES: [CH3:33][Si:34]([CH3:35])([CH3:36])[C:37]#[CH:38].[CH3:40][CH2:41][CH2:42][CH2:43][N+:44]([CH2:45][CH2:46][CH2:47][CH3:48])([CH2:49][CH2:50][CH2:51][CH3:52])[CH2:53][CH2:54][CH2:55][CH3:56].[CH3:57][CH2:58][O:59][C:60]([CH3:61])=[O:62].[CH3:63][OH:64].[Cu:65][I:66].[F-:39].[F:1][c:2]1[c:3]([NH:24][c:25]2[c:26]([F:32])[cH:27][c:28]([I:31])[cH:29][cH:30]2)[c:4]([C:5](=[O:6])[NH:7][O:8][CH2:9][CH2:10][OH:11])[cH:12][c:13]([CH:16]=[N:17][O:18][CH2:19][C:20]([CH3:21])([CH3:22])[OH:23])[c:14]1[F:15]>>[F:1][c:2]1[c:3]([NH:24][c:25]2[c:26]([F:32])[cH:27][c:28]([C:37]#[CH:38])[cH:29][cH:30]2)[c:4]([C:5](=[O:6])[NH:7][O:8][CH2:9][CH2:10][OH:11])[cH:12][c:13]([CH:16]=[N:17][O:18][CH2:19][C:20]([CH3:21])([CH3:22])[OH:23])[c:14]1[F:15]. Run in C1CCOC1 (THF). As a reaction SMILES: [N:1]([CH2:4][C:5]1[C:6]([F:22])=[C:7]([O:12][C:13]2[CH:18]=[C:17]([C:19]#[N:20])[CH:16]=[C:15]([Cl:21])[N:14]=2)[C:8]([Cl:11])=[CH:9][CH:10]=1)=[N+]=[N-].C1(P(C2C=CC=CC=2)C2C=CC=CC=2)C=CC=CC=1.O>C1COCC1>[NH2:1][CH2:4][C:5]1[C:6]([F:22])=[C:7]([O:12][C:13]2[CH:18]=[C:17]([C:19]#[N:20])[CH:16]=[C:15]([Cl:21])[N:14]=2)[C:8]([Cl:11])=[CH:9][CH:10]=1. Product: NCC=1C(=C(C(=CC1)Cl)OC1=NC(=CC(=C1)C#N)Cl)F (2-{[3-(aminomethyl)-6-chloro-2-fluorophenyl]oxy}-6-chloro-4-pyridinecarbonitrile). Reactants: C1(=CC=CC=C1)P(C1=CC=CC=C1)C1=CC=CC=C1 (triphenylphosphine), O (water), N(=[N+]=[N-])CC=1C(=C(C(=CC1)Cl)OC1=NC(=CC(=C1)C#N)Cl)F (2-{[3-(azidomethyl)-6-chloro-2-fluorophenyl]oxy}-6-chloro-4-pyridinecarbonitrile). Procedure details: 2-{[3-(azidomethyl)-6-chloro-2-fluorophenyl]oxy}-6-chloro-4-pyridinecarbonitrile (0.402 g, 1.189 mmol) dissolved in THF (10 mL) was treated successively with triphenylphosphine (0.468 g, 1.783 mmol) and water (0.107 mL, 5.94 mmol) at 25° C. for 16 h with stirring. The reaction mixture was concentrated to dryness and purified on 40 g silica gel eluted successively with EtOAc (to remove tripheylphosphine oxide) followed by 0 to 10% CH3OH/DCM to give 2-{[3-(aminomethyl)-6-chloro-2-fluorophenyl]oxy}... Isolated yield 43.4%. Starting materials: O=C(O)C(=O)O, C1CCOC1, CO, CCO, COC(=O)CCCOc1ccc(-c2sc3ccccc3c2Cc2ccc(OCCN3CCCC3)c(OC)c2)cc1, Cl, [Na+], [OH-], O=C(O)C(=O)O. Yields the product O=C(O)C(=O)O, COc1cc(Cc2c(-c3ccc(OCCCC(=O)O)cc3)sc3ccccc23)ccc1OCCN1CCCC1. Reaction SMILES: [C:1]([C:2](=[O:3])[OH:4])(=[O:5])[OH:6].[CH2:61]1[O:62][CH2:63][CH2:64][CH2:65]1.[CH3:56][OH:57].[CH3:58][CH2:59][OH:60].[CH3:7][O:8][C:9]([CH2:10][CH2:11][CH2:12][O:13][c:14]1[cH:15][cH:16][c:17](-[c:20]2[c:21]([CH2:29][c:30]3[cH:31][c:32]([O:44][CH3:45])[c:33]([O:36][CH2:37][CH2:38][N:39]4[CH2:40][CH2:41][CH2:42][CH2:43]4)[cH:34][cH:35]3)[c:22]3[c:23]([s:24]2)[cH:25][cH:26][cH:27][cH:28]3)[cH:18][cH:19]1)=[O:46].[ClH:49].[Na+:48].[OH-:47].[OH:50][C:51]([C:52](=[O:53])[OH:54])=[O:55]>>[C:1]([C:2](=[O:3])[OH:4])(=[O:5])[OH:6].[O:8]=[C:9]([CH2:10][CH2:11][CH2:12][O:13][c:14]1[cH:15][cH:16][c:17](-[c:20]2[c:21]([CH2:29][c:30]3[cH:31][c:32]([O:44][CH3:45])[c:33]([O:36][CH2:37][CH2:38][N:39]4[CH2:40][CH2:41][CH2:42][CH2:43]4)[cH:34][cH:35]3)[c:22]3[c:23]([s:24]2)[cH:25][cH:26][cH:27][cH:28]3)[cH:18][cH:19]1)[OH:46].